This data is from the Open Reaction Database (ORD), a public repository of structured organic reaction records. The task is: describe an organic reaction: reactants, conditions, products, and yield Starting materials: beige solid, FC1=CC2=C(C(=NO2)C2CCNCC2)C=C1 (6-fluoro-3-(4-piperidinyl)-1, 2benzisoxazole), C(=O)([O-])[O-].[K+].[K+] (K2CO3), BrCCCO (3-bromo-1-propanol), C(CC)O (propanol). RXN SMILES: [F:1][C:2]1[CH:16]=[CH:15][C:5]2[C:6]([CH:9]3[CH2:14][CH2:13][NH:12][CH2:11][CH2:10]3)=[N:7][O:8][C:4]=2[CH:3]=1.C([O-])([O-])=O.[K+].[K+].Br[CH2:24][CH2:25][CH2:26][OH:27].C(O)CC>O.C(#N)C>[F:1][C:2]1[CH:16]=[CH:15][C:5]2[C:6]([CH:9]3[CH2:10][CH2:11][N:12]([CH2:24][CH2:25][CH2:26][OH:27])[CH2:13][CH2:14]3)=[N:7][O:8][C:4]=2[CH:3]=1 |f:1.2.3|. Solvent: O (H2O), C(C)#N (acetonitrile). The product is FC1=CC2=C(C(=NO2)C2CCN(CC2)CCCO)C=C1 (6-fluoro-3-[1-(3- hydroxypropyl)-4-piperidinyl]-1,2-benzisoxazole). Procedure: A stirred mixture of 6-fluoro-3-(4-piperidinyl)-1, 2benzisoxazole (10.0 g, 0.045 mol), K2CO3 (10.0 g), 3-bromo-1-propanol (7.3 g, propanol (7.3 g, 0.046 mol) and acetonitrile (200 ml) was refluxed for 3 hours. The reaction was poured into H2O and 7.1 g of a beige solid was collected. The filtrate was extracted with dichloromethane, and after concentration an additional 6.7 g of crude solid was harvested. The solids were combined and triturated with refluxing ethyl acetate to afford 8.0 g of 6-fl... Reactants: COC(OC)c1ccccc1, CC(C)=O, O, CC(CO)(CO)C(=O)O, Cc1ccc(S(=O)(=O)O)cc1. The product is CC1(C(=O)O)COC(c2ccccc2)OC1. RXN SMILES: [CH3:10][O:11][CH:12]([c:13]1[cH:14][cH:15][cH:16][cH:17][cH:18]1)[O:19][CH3:20].[CH3:33][C:34](=[O:35])[CH3:36].[OH2:21].[OH:1][CH2:2][C:3]([C:4](=[O:5])[OH:6])([CH3:7])[CH2:8][OH:9].[c:22]1([CH3:23])[cH:24][cH:25][c:26]([S:27]([OH:28])(=[O:29])=[O:30])[cH:31][cH:32]1>>[O:1]1[CH2:2][C:3]([C:4](=[O:5])[OH:6])([CH3:7])[CH2:8][O:9][CH:12]1[c:13]1[cH:14][cH:15][cH:16][cH:17][cH:18]1. Reactants: CC(C)(C)OC(=O)N1CCC(CN2CCN(C(=O)OCc3ccccc3)CC2=O)CC1, CO. Yields the product CC(C)(C)OC(=O)N1CCC(CN2CCNCC2=O)CC1. Reaction SMILES: [CH2:1]([O:2][C:3](=[O:4])[N:11]1[CH2:12][C:13](=[O:31])[N:14]([CH2:17][CH:18]2[CH2:19][CH2:20][N:21]([C:24](=[O:25])[O:26][C:27]([CH3:28])([CH3:29])[CH3:30])[CH2:22][CH2:23]2)[CH2:15][CH2:16]1)[c:5]1[cH:6][cH:7][cH:8][cH:9][cH:10]1.[CH3:32][OH:33]>>[NH:11]1[CH2:12][C:13](=[O:31])[N:14]([CH2:17][CH:18]2[CH2:19][CH2:20][N:21]([C:24](=[O:25])[O:26][C:27]([CH3:28])([CH3:29])[CH3:30])[CH2:22][CH2:23]2)[CH2:15][CH2:16]1. Reactants: [H][H] (hydrogen), [N+](=O)([O-])C1=C2C(N(C(C2=CC=C1)=O)C1(C(NC(CC1)=O)=O)CCCCNC(OCC1=CC=CC=C1)=O)=O (benzyl (4-(3-(4-nitro-1,3-dioxoisoindolin-2-yl)-2,6-dioxopiperidin-3-yl)butyl)carbamate), [H][H] (hydrogen). The reagents and catalysts are [Ni] (Raney Nickel). Run in C(C)O (ethanol). Conditions: time 1.5 hour. Product: NC1=C2C(N(C(C2=CC=C1)=O)C1(C(NC(CC1)=O)=O)CCCCNC(OCC1=CC=CC=C1)=O)=O (benzyl (4-(3-(4-amino-1,3-dioxoisoindolin-2-yl)-2,6-dioxopiperidin-3-yl)butyl)carbamate). Yield: 0.0%. As a reaction SMILES: [N+:1]([C:4]1[CH:12]=[CH:11][CH:10]=[C:9]2[C:5]=1[C:6](=[O:37])[N:7]([C:14]1([CH2:22][CH2:23][CH2:24][CH2:25][NH:26][C:27](=[O:36])[O:28][CH2:29][C:30]3[CH:35]=[CH:34][CH:33]=[CH:32][CH:31]=3)[CH2:19][CH2:18][C:17](=[O:20])[NH:16][C:15]1=[O:21])[C:8]2=[O:13])([O-])=O.[H][H]>C(O)C.[Ni]>[NH2:1][C:4]1[CH:12]=[CH:11][CH:10]=[C:9]2[C:5]=1[C:6](=[O:37])[N:7]([C:14]1([CH2:22][CH2:23][CH2:24][CH2:25][NH:26][C:27](=[O:36])[O:28][CH2:29][C:30]3[CH:35]=[CH:34][CH:33]=[CH:32][CH:31]=3)[CH2:19][CH2:18][C:17](=[O:20])[NH:16][C:15]1=[O:21])[C:8]2=[O:13]. Reported procedure: To a suspension of 5 (0.24 g, 0.472 mmol) in ethanol (15 mL) was added Raney Nickel (W.R. Grace and Co. Raney® 4200, slurry, in H2O) under argon. The mixture was subsequently saturated with hydrogen using a hydrogen balloon. After 1.5 h, the mixture was flushed with argon, filtered using EtOH and concentrated. Purification by flash chromatography (95:5 DCM:MeOH) afforded 6 (0.112 mg, 49%) as a bright yellow solid. Rf=0.38 (95:5 DCM:MeOH). 1H NMR (400 MHz, DMSO) δ 10.97 (s, 1H), 9.09 (s, 1H), 9.0... The reactants are COC1=C(C(=CC=C1)OC)C1CCCC(N1)=O (6-(2,6-dimethoxyphenyl)piperidin-2-one), BrCC1=CC(=CC=C1)OC(F)F (1-(bromomethyl)-3-(difluoromethoxy)benzene). Product: FC(OC=1C=C(CN2C(CCCC2C2=C(C=CC=C2OC)OC)=O)C=CC1)F (1-(3-(difluoromethoxy)benzyl)-6-(2,6-dimethoxyphenyl)piperidin-2-one). As a reaction SMILES: [CH3:1][O:2][C:3]1[CH:8]=[CH:7][CH:6]=[C:5]([O:9][CH3:10])[C:4]=1[CH:11]1[NH:16][C:15](=[O:17])[CH2:14][CH2:13][CH2:12]1.Br[CH2:19][C:20]1[CH:25]=[CH:24][CH:23]=[C:22]([O:26][CH:27]([F:29])[F:28])[CH:21]=1>>[F:28][CH:27]([F:29])[O:26][C:22]1[CH:21]=[C:20]([CH:25]=[CH:24][CH:23]=1)[CH2:19][N:16]1[CH:11]([C:4]2[C:5]([O:9][CH3:10])=[CH:6][CH:7]=[CH:8][C:3]=2[O:2][CH3:1])[CH2:12][CH2:13][CH2:14][C:15]1=[O:17]. Reported procedure: Prepared according to the described general procedure 4 (GP4) by reaction of 6-(2,6-dimethoxyphenyl)piperidin-2-one with commercially available 1-(bromomethyl)-3-(difluoromethoxy)benzene. Subsequent purification by preparative HPLC afforded the target compound. LC-MS (conditions D): tR=1.05 min.; [M+H]+: 392.75 g/mol.